This data is from the Open Reaction Database (ORD), a public repository of structured organic reaction records. The task is: describe an organic reaction: reactants, conditions, products, and yield The reactants are CCOC(=O)c1c(-c2c(Cl)cncc2Cl)noc1C, CCO, [Na+], C1CCOC1, [OH-]. Yields the product Cc1onc(-c2c(Cl)cncc2Cl)c1C(=O)O. Reaction SMILES: [CH2:1]([CH3:2])[O:3][C:4](=[O:5])[c:6]1[c:7](-[c:12]2[c:13]([Cl:19])[cH:14][n:15][cH:16][c:17]2[Cl:18])[n:8][o:9][c:10]1[CH3:11].[CH3:22][CH2:23][OH:24].[Na+:21].[O:25]1[CH2:26][CH2:27][CH2:28][CH2:29]1.[OH-:20]>>[O:3]=[C:4]([OH:5])[c:6]1[c:7](-[c:12]2[c:13]([Cl:19])[cH:14][n:15][cH:16][c:17]2[Cl:18])[n:8][o:9][c:10]1[CH3:11]. The reactants are COC1=CC=C(C=C1)CNCCS (N-(4-methoxyphenylmethyl)-cysteamine), C(OC1=CC=CC=C1)(OC1=CC=CC=C1)=O (diphenyl carbonate). Solvent: C(C)O (ethanol). Product: COC1=CC=C(C=C1)CN1C(SCC1)=O (3-(4-methoxyphenylmethyl)-2-thiazolidinone). The yield is 32.6%. Reaction SMILES: [CH3:1][O:2][C:3]1[CH:8]=[CH:7][C:6]([CH2:9][NH:10][CH2:11][CH2:12][SH:13])=[CH:5][CH:4]=1.[C:14](=O)(OC1C=CC=CC=1)[O:15]C1C=CC=CC=1>C(O)C>[CH3:1][O:2][C:3]1[CH:8]=[CH:7][C:6]([CH2:9][N:10]2[CH2:11][CH2:12][S:13][C:14]2=[O:15])=[CH:5][CH:4]=1. Procedure: A solution containing 4.53 g (0.025 mol) of N-(4-methoxyphenylmethyl)-cysteamine and 5.35 g (0.025 mol) of diphenyl carbonate in 25 ml of ethanol is refluxed under nitrogen for 24 hours, then evaporated. The residue is taken up in ethyl acetate, washed with 2N sodium hydroxide solution until it becomes free from phenol, then washed with water, dried and evaporated. The residue becomes solid under ether. Thus, 1.82 g (32.6%) of the title compound are obtained, m.p.: 84°-86° C. Starting materials: [H-].[Na+] (NaH), CC1(OB(OC1(C)C)C=1C=NNC1)C (4-(4,4,5,5-tetramethyl-1,3,2-dioxaborolan-2-yl)-1H-pyrazole), FC(CI)F (1,1-difluoro-2-iodoethane). The solvent is CN(C)C=O (DMF), CN(C)C=O (DMF), [Cl-].[Na+].O (brine). Conditions: time 15 minute. Product: FC(CN1N=CC(=C1)B1OC(C(O1)(C)C)(C)C)F (1-(2,2-difluoroethyl)-4-(4,4,5,5-tetramethyl-1,3,2-dioxaborolan-2-yl)-1H-pyrazole). Reaction SMILES: [H-].[Na+].[CH3:3][C:4]1([CH3:16])[C:8]([CH3:10])([CH3:9])[O:7][B:6]([C:11]2[CH:12]=[N:13][NH:14][CH:15]=2)[O:5]1.[F:17][CH:18]([F:21])[CH2:19]I>CN(C=O)C.[Cl-].[Na+].O>[F:17][CH:18]([F:21])[CH2:19][N:14]1[CH:15]=[C:11]([B:6]2[O:7][C:8]([CH3:9])([CH3:10])[C:4]([CH3:16])([CH3:3])[O:5]2)[CH:12]=[N:13]1 |f:0.1,5.6.7|. Procedure: NaH (60%, 128 mg) was added to a solution of 4-(4,4,5,5-tetramethyl-1,3,2-dioxaborolan-2-yl)-1H-pyrazole (313 mg, 1.61 mmol) in DMF (4 mL). After stirring for 15 minutes, 1,1-difluoro-2-iodoethane (372 mg, 1.94 mmol) in DMF (1 mL) was added. The resulting solution was stirred at 80° C. under microwave irradiation for 60 minutes. The reaction mixture was diluted with brine and extracted with EtOAc. The combined organic layers were washed with water, dried with Na2SO4, and concentrated in vacuo to... Starting materials: NCCBr, Br, Cl, N#Cc1c(N)nc(S)c(C#N)c1-c1ccc(O)cc1, [Na+], O=C([O-])O, CN(C)C=O. Product: N#Cc1c(N)nc(SCCN)c(C#N)c1-c1ccc(O)cc1. RXN SMILES: [Br:21][CH2:22][CH2:23][NH2:24].[BrH:20].[ClH:35].[NH2:1][c:2]1[n:3][c:4]([SH:19])[c:5]([C:17]#[N:18])[c:6](-[c:10]2[cH:11][cH:12][c:13]([OH:16])[cH:14][cH:15]2)[c:7]1[C:8]#[N:9].[Na+:29].[O-:25][C:26]([OH:27])=[O:28].[O:30]=[CH:31][N:32]([CH3:33])[CH3:34]>>[NH2:1][c:2]1[n:3][c:4]([S:19][CH2:22][CH2:23][NH2:24])[c:5]([C:17]#[N:18])[c:6](-[c:10]2[cH:11][cH:12][c:13]([OH:16])[cH:14][cH:15]2)[c:7]1[C:8]#[N:9]. Starting materials: O[C@H](C)C1=NC=2C(=C3C(=NC2)C=CS3)N1[C@@H]1CC[C@H](CC1)CC#N ((trans-4-{2-[(1R)-1-Hydroxyethyl]-1H-imidazo[4,5-d]thieno[3,2-b]pyridin-1-yl}cyclohexyl)acetonitrile), O (water), Cl (Hydrogen chloride), O (water). Run in C(C)#N (acetonitrile). Product: Cl.O[C@H](C)C1=NC=2C(=C3C(=NC2)C=CS3)N1[C@@H]1CC[C@H](CC1)CC#N ((trans-4-{2-[(1R)-1-Hydroxyethyl]-1H-imidazo[4,5-d]thieno[3,2-b]pyridin-1-yl}cyclohexyl)acetonitrile HCl salt), Cl (HCl). As a reaction SMILES: [OH:1][C@@H:2]([C:4]1[N:15]([C@H:16]2[CH2:21][CH2:20][C@H:19]([CH2:22][C:23]#[N:24])[CH2:18][CH2:17]2)[C:7]2=[C:8]3[S:14][CH:13]=[CH:12][C:9]3=[N:10][CH:11]=[C:6]2[N:5]=1)[CH3:3].[ClH:25].O>C(#N)C>[ClH:25].[OH:1][C@@H:2]([C:4]1[N:15]([C@H:16]2[CH2:21][CH2:20][C@H:19]([CH2:22][C:23]#[N:24])[CH2:18][CH2:17]2)[C:7]2=[C:8]3[S:14][CH:13]=[CH:12][C:9]3=[N:10][CH:11]=[C:6]2[N:5]=1)[CH3:3].[ClH:25] |f:4.5|. Procedure details: (trans-4-{2-[(1R)-1-Hydroxyethyl]-1H-imidazo[4,5-d]thieno[3,2-b]pyridin-1-yl}cyclohexyl)acetonitrile (0.154 g, 0.451 mmol) was dissolved in acetonitrile (10 mL). 1.0 M Hydrogen chloride in water (0.480 mL, 0.480 mmol) was added slowly with stirring, followed by addition of water (10 mL). The mixture was stirred at room temperature until becoming homogeneous. The resulting solution was lyophilized to give the desired product as HCl salt. (0.169 g, 99.5%). LCMS calculated for C18H21N4OS (M+H)+: m/... The reactants are NCC(Br)CBr, Br, C1COCCN1, CCO, [Ca+2], C1C2CN12, [OH-], [OH-], O, O=S(=O)(O)O. The product is C1CN(C2CNC2)CCO1. As a reaction SMILES: [Br:6][CH:7]([CH2:8][Br:9])[CH2:10][NH2:11].[BrH:5].[CH2:12]1[CH2:13][O:14][CH2:15][CH2:16][NH:17]1.[CH3:26][CH2:27][OH:28].[Ca+2:24].[N:1]12[CH2:2][CH:3]1[CH2:4]2.[OH-:23].[OH-:25].[OH2:29].[S:18](=[O:19])(=[O:20])([OH:21])[OH:22]>>[NH:1]1[CH2:2][CH:3]([N:17]2[CH2:12][CH2:13][O:14][CH2:15][CH2:16]2)[CH2:4]1. Starting materials: N-Aryl-benzenesulfonamides, NC1=C(C=C(C=C1)Cl)C(=O)C1=CC=C(C=C1)F ((2-Amino-5-chloro-phenyl)-(4-fluoro-phenyl)-methanone), C(C)(C)(C)C1=CC=C(C=C1)S(=O)(=O)Cl (4-tert-butyl-benzenesulfonyl chloride). Product: C(C)(C)(C)C1=CC=C(C=C1)S(=O)(=O)NC1=C(C=C(C=C1)Cl)C(C1=CC=C(C=C1)F)=O (4-tert-Butyl-N-[4-chloro-2-(4-fluoro-benzoyl)-phenyl]-benzenesulfonamide). As a reaction SMILES: [NH2:1][C:2]1[CH:7]=[CH:6][C:5]([Cl:8])=[CH:4][C:3]=1[C:9]([C:11]1[CH:16]=[CH:15][C:14]([F:17])=[CH:13][CH:12]=1)=[O:10].[C:18]([C:22]1[CH:27]=[CH:26][C:25]([S:28](Cl)(=[O:30])=[O:29])=[CH:24][CH:23]=1)([CH3:21])([CH3:20])[CH3:19]>>[C:18]([C:22]1[CH:27]=[CH:26][C:25]([S:28]([NH:1][C:2]2[CH:7]=[CH:6][C:5]([Cl:8])=[CH:4][C:3]=2[C:9](=[O:10])[C:11]2[CH:16]=[CH:15][C:14]([F:17])=[CH:13][CH:12]=2)(=[O:30])=[O:29])=[CH:24][CH:23]=1)([CH3:21])([CH3:19])[CH3:20]. Procedure: The title compound was prepared according to the general procedure for the synthesis of N-Aryl-benzenesulfonamides previously desribed using 125 mg of (2-Amino-5-chloro-phenyl)-(4-fluoro-phenyl)-methanone and 116 mg of 4-tert-butyl-benzenesulfonyl chloride. 1H-NMR (400 MHz, CDCl3): δ 1.21 (s, 9H), 7.09 (t, 2H, J=NMR 8.8 Hz), 7.29 (m, 3H), 7.43-7.50 (m, 3H), 7.59 (m, 2H), 7.77 (d, 1H, J=8.8 Hz), 9.72 (s, 1H). MS: m/z 446.0 (M++1).